This data is from the Open Reaction Database (ORD), a public repository of structured organic reaction records. The task is: describe an organic reaction: reactants, conditions, products, and yield The reactants are COC(CCCCCCCN1C(OC2=C1C=C(C=C2)[N+](=O)[O-])=O)=O (8-(5-Nitro-2-oxo-benzoxazolin-3-yl)-caprylic acid methyl ester), CO (methanol), S(=O)([O-])S(=O)[O-].[Na+].[Na+] (sodium dithionite). Solvent: O (water). The product is COC(CCCCCCCN1C(OC2=C1C=C(C=C2)N)=O)=O (8-(5-Amino-2-oxo-benzoxazolin-3-yl)-caprylic acid methyl ester). RXN SMILES: [CH3:1][O:2][C:3](=[O:24])[CH2:4][CH2:5][CH2:6][CH2:7][CH2:8][CH2:9][CH2:10][N:11]1[C:15]2[CH:16]=[C:17]([N+:20]([O-])=O)[CH:18]=[CH:19][C:14]=2[O:13][C:12]1=[O:23].CO.S(S([O-])=O)([O-])=O.[Na+].[Na+]>O>[CH3:1][O:2][C:3](=[O:24])[CH2:4][CH2:5][CH2:6][CH2:7][CH2:8][CH2:9][CH2:10][N:11]1[C:15]2[CH:16]=[C:17]([NH2:20])[CH:18]=[CH:19][C:14]=2[O:13][C:12]1=[O:23] |f:2.3.4|. Procedure details: 6.7 g. of 8-(5-Nitro-2-oxo-benzoxazolin-3-yl)-caprylic acid methyl ester are dissolved in 100 cc. of methanol and the solution is heated to boiling. 20 cc. of water are added to the solution and within 1 hour 13.9 g. of sodium dithionite are added and the mixture is boiled so long until the starting yellow solution is decolourized. Thereafter, the solution is evaporated in a vacuum, the residue is stirred with dilute soda lye and the solid crude product as filtered off with suction. The crude pr... Starting materials: Br (HBr), COC=1C=C(C=CC1OC)C#C (3,4-dimethoxyphenylacetylene). The product is BrC(=C)C1=CC(=C(C=C1)OC)OC (1-Bromo-1-(3,4-dimethoxyphenyl)ethene). RXN SMILES: [BrH:1].[CH3:2][O:3][C:4]1[CH:5]=[C:6]([C:12]#[CH:13])[CH:7]=[CH:8][C:9]=1[O:10][CH3:11]>>[Br:1][C:12]([C:6]1[CH:7]=[CH:8][C:9]([O:10][CH3:11])=[C:4]([O:3][CH3:2])[CH:5]=1)=[CH2:13]. Yield: 86.7%. Procedure: According to the General Procedure D, HBr (33% in acetic acid, 1.11 ml, 0.50 g, 6.17 mmol) and 3,4-dimethoxyphenylacetylene (1.00 g, 6.17 mmol) are converted to give after workup and chromatography (SiO2, PE/EE 5:1, Rf=0.41) the title compound (1.30 g, 5.35 mmol, 87%) as a brown oil; C10H11BrO2 (243.10). Reactants: C(C)(C)(C)OC(=O)N1C[C@@H](CCC1)N1C(=NC2=C1C=CC=C2)[C@H](C)N ((R)-3-[2-((S)-1-aminoethyl)benzoimidazol-1-yl]piperidine-1-carboxylic acid tertbutyl ester), ClC1=C2N=CN(C2=NC=N1)C1OCCCC1 (6-chloro-9-(tetrahydropyran-2-yl)-9H-purine), CCN(C(C)C)C(C)C (DIPEA). The solvent is IMS. Reaction conditions: temperature 90 celsius, time 48 hour. Yields the product C(C)(C)(C)OC(=O)N1C[C@@H](CCC1)N1C(=NC2=C1C=CC=C2)[C@H](C)NC2=C1N=CN(C1=NC=N2)C2OCCCC2 ((R)-3-(2-{(S)-1-[9-(Tetrahydropyran-2-yl)-9H-purin-6-ylamino]ethyl}benzoimidazol-1-yl)piperidine-1-carboxylic acid tertbutyl ester). Isolated yield 86.7%. Reaction SMILES: [C:1]([O:5][C:6]([N:8]1[CH2:13][CH2:12][CH2:11][C@@H:10]([N:14]2[C:18]3[CH:19]=[CH:20][CH:21]=[CH:22][C:17]=3[N:16]=[C:15]2[C@@H:23]([NH2:25])[CH3:24])[CH2:9]1)=[O:7])([CH3:4])([CH3:3])[CH3:2].Cl[C:27]1[N:35]=[CH:34][N:33]=[C:32]2[C:28]=1[N:29]=[CH:30][N:31]2[CH:36]1[CH2:41][CH2:40][CH2:39][CH2:38][O:37]1.CCN(C(C)C)C(C)C>>[C:1]([O:5][C:6]([N:8]1[CH2:13][CH2:12][CH2:11][C@@H:10]([N:14]2[C:18]3[CH:19]=[CH:20][CH:21]=[CH:22][C:17]=3[N:16]=[C:15]2[C@@H:23]([NH:25][C:27]2[N:35]=[CH:34][N:33]=[C:32]3[C:28]=2[N:29]=[CH:30][N:31]3[CH:36]2[CH2:41][CH2:40][CH2:39][CH2:38][O:37]2)[CH3:24])[CH2:9]1)=[O:7])([CH3:4])([CH3:2])[CH3:3]. Procedure: A mixture of (R)-3-[2-((S)-1-aminoethyl)benzoimidazol-1-yl]piperidine-1-carboxylic acid tertbutyl ester (1.65 g, 4.79 mmol), 6-chloro-9-(tetrahydropyran-2-yl)-9H-purine (1.14 g, 4.79 mmol), and DIPEA (2.5 mL, 14.4 mmol) in IMS (10 mL) was stirred in a sealed vial for 48 h at 90° C. After cooling to RT, volatiles were removed under reduced pressure and the resulting residue was purified by column chromatography (Si—PCC, gradient 0-10% MeOH in EtOAc). The product containing fractions were concentr... Reactants: C(C)OC(C=C(C1=CC=CC=C1)C=1C=C2C(=CNC2=CC1)C#N)=O (3-(3-cyano-1H-Indol-5-yl)-3-phenyl-acrylic acid ethyl ester). Reagents/catalysts: [Pd] (Pd/C). Solvent: CCO.CCOC(=O)C.CO (EtOH EtOAc MeOH). Conditions: time 19 hour. Product: C(C)OC(CC(C1=CC=CC=C1)C=1C=C2C(=CNC2=CC1)C#N)=O (3-(3-Cyano-1H-Indol-5-yl)-3-phenyl-propionic acid ethyl ester). RXN SMILES: [CH2:1]([O:3][C:4](=[O:24])[CH:5]=[C:6]([C:13]1[CH:14]=[C:15]2[C:19](=[CH:20][CH:21]=1)[NH:18][CH:17]=[C:16]2[C:22]#[N:23])[C:7]1[CH:12]=[CH:11][CH:10]=[CH:9][CH:8]=1)[CH3:2]>CCO.CCOC(C)=O.CO.[Pd]>[CH2:1]([O:3][C:4](=[O:24])[CH2:5][CH:6]([C:13]1[CH:14]=[C:15]2[C:19](=[CH:20][CH:21]=1)[NH:18][CH:17]=[C:16]2[C:22]#[N:23])[C:7]1[CH:8]=[CH:9][CH:10]=[CH:11][CH:12]=1)[CH3:2] |f:1.2.3|. Procedure details: To a solution of 3-(3-cyano-1H-Indol-5-yl)-3-phenyl-acrylic acid ethyl ester LXIII (1.81 g, 5.71 mmol) in EtOH/EtOAc/MeOH (1/1/1, 60 ml) was added a catalytic amount of Pd/C (5%). The mixture was hydrogenated in a Parr apparatus at 60 psi of H2 for 19 hours, filtered through celite, and the filter cake was washed with MeOH and EtOAc. The filtrate was concentrated to afford 3-(3-Cyano-1H-Indol-5-yl)-3-phenyl-propionic acid ethyl ester LXIV as a white foamy solid in quantitative yield (1.86 g). The reactants are O.[OH-].[Li+] (lithium hydroxide monohydrate), NC(C)(C)C=1C=CC(=NC1)NC1=CC(=CN(C1=O)C)C1=C(COC(C)=O)C(=CC=C1)N1C(C2=C(C=C(C=C2C=N1)C(C)(C)C)F)=O (Acetic acid 2-{5-[5-(1-amino-1-methyl-ethyl)-pyridin-2-ylamino]-1-methyl-6-oxo-1,6-dihydro-pyridin-3-yl}-6-(6-tert-butyl-8-fluoro-1-oxo-1H-phthalazin-2-yl)-benzyl ester), CO (MeOH). Run in O1CCOCC1 (dioxane). Run at time 3 hour. Product: NC(C)(C)C=1C=CC(=NC1)NC1=CC(=CN(C1=O)C)C=1C(=C(C=CC1)N1C(C2=C(C=C(C=C2C=N1)C(C)(C)C)F)=O)CO (2-(3-{5-[5-(1-Amino-1-methyl-ethyl)-pyridin-2-ylamino]-1-methyl-6-oxo-1,6-dihydro-pyridin-3-yl}-2-hydroxymethyl-phenyl)-6-tert butyl-8-fluoro-2H-phthalazin-1-one). The yield is 679.8%. RXN SMILES: [NH2:1][C:2]([C:5]1[CH:6]=[CH:7][C:8]([NH:11][C:12]2[C:17](=[O:18])[N:16]([CH3:19])[CH:15]=[C:14]([C:20]3[CH:30]=[CH:29][CH:28]=[C:27]([N:31]4[N:40]=[CH:39][C:38]5[C:33](=[C:34]([F:45])[CH:35]=[C:36]([C:41]([CH3:44])([CH3:43])[CH3:42])[CH:37]=5)[C:32]4=[O:46])[C:21]=3[CH2:22][O:23]C(=O)C)[CH:13]=2)=[N:9][CH:10]=1)([CH3:4])[CH3:3].O.[OH-].[Li+].CO>O1CCOCC1>[NH2:1][C:2]([C:5]1[CH:6]=[CH:7][C:8]([NH:11][C:12]2[C:17](=[O:18])[N:16]([CH3:19])[CH:15]=[C:14]([C:20]3[C:21]([CH2:22][OH:23])=[C:27]([N:31]4[N:40]=[CH:39][C:38]5[C:33](=[C:34]([F:45])[CH:35]=[C:36]([C:41]([CH3:42])([CH3:43])[CH3:44])[CH:37]=5)[C:32]4=[O:46])[CH:28]=[CH:29][CH:30]=3)[CH:13]=2)=[N:9][CH:10]=1)([CH3:4])[CH3:3] |f:1.2.3|. Procedure: Acetic acid 2-{5-[5-(1-amino-1-methyl-ethyl)-pyridin-2-ylamino]-1-methyl-6-oxo-1,6-dihydro-pyridin-3-yl}-6-(6-tert-butyl-8-fluoro-1-oxo-1H-phthalazin-2-yl)-benzyl ester (159 mg, 0.0255 mmol) was dissolved in dioxane (3 ml). 2 M lithium hydroxide monohydrate solution (0.76 ml, 1.53 mmol) was added and stirred for 3hr at r.t. MeOH was added and the mixture purified purified by chromatography. Isolated product was dried under high vacuum at 50° C. to give 2-(3-{5-[5-(1-Amino-1-methyl-ethyl)-pyridin... Reactants: C[Si](C)(C)C=[N+]=[N-], CO, ClCCl, O=C(O)c1cnc(Cl)c([N+](=O)[O-])c1. Yields the product COC(=O)c1cnc(Cl)c([N+](=O)[O-])c1. RXN SMILES: [CH3:1][Si:2]([CH:3]=[N+:4]=[N-:5])([CH3:6])[CH3:7].[CH3:21][OH:22].[Cl:23][CH2:24][Cl:25].[Cl:8][c:9]1[n:10][cH:11][c:12]([C:13](=[O:14])[OH:15])[cH:16][c:17]1[N+:18](=[O:19])[O-:20]>>[CH3:1][O:15][C:13]([c:12]1[cH:11][n:10][c:9]([Cl:8])[c:17]([N+:18](=[O:19])[O-:20])[cH:16]1)=[O:14]. Reactants: ClC1=C(C=C(C(=C1)F)[N+](=O)[O-])C (2-chloro-4-fluoro-5-nitrotoluene), [H][H] (hydrogen). The reagents and catalysts are [Pt] (platinum). Run in C(C)(=O)O (acetic acid). Yields the product ClC1=CC(=C(N)C=C1C)F (4-chloro-2-fluoro-5-methylaniline). RXN SMILES: [Cl:1][C:2]1[CH:7]=[C:6]([F:8])[C:5]([N+:9]([O-])=O)=[CH:4][C:3]=1[CH3:12].[H][H]>C(O)(=O)C.[Pt]>[Cl:1][C:2]1[C:3]([CH3:12])=[CH:4][C:5]([NH2:9])=[C:6]([F:8])[CH:7]=1. Procedure details: A solution of 2-chloro-4-fluoro-5-nitrotoluene (30.0 g, 0.158 mole) in glacial acetic acid (150 ml) was added to a 250 ml Parr bottle which contained platinum IV oxide (0.4 g). The Parr bottle was placed on a Parr hydrogenation apparatus and charged with hydrogen. The reaction mixture was allowed to shake until hydrogen absorption ceased. The catalyst was removed by vacuum filtration. The filtrate containing 4-chloro-2-fluoro-5-methylaniline was used in the following step. This reaction was repe... The reactants are CN1CCC(CC1)N (1-methylpiperidin-4-ylamine), C1(=CC=CC=C1)S(=O)(=O)N1C=C(C=2C1=NC=CC2)C2=NC(=NC=C2)Cl (1-benzenesulfonyl-3-(2-chloro-pyrimidin-4-yl)-1H-pyrrolo[2,3-b]pyridine). Yields the product CN1CCC(CC1)NC1=NC=CC(=N1)C1=CNC2=NC=CC=C21 ((1-Methylpiperidin-4-yl)-[4-(1H-pyrrolo[2,3-b]pyridin-3-yl)-pyrimidin-2-yl]-amine). Isolated yield 40.9%. As a reaction SMILES: [CH3:1][N:2]1[CH2:7][CH2:6][CH:5]([NH2:8])[CH2:4][CH2:3]1.C1(S([N:18]2[C:22]3=[N:23][CH:24]=[CH:25][CH:26]=[C:21]3[C:20]([C:27]3[CH:32]=[CH:31][N:30]=[C:29](Cl)[N:28]=3)=[CH:19]2)(=O)=O)C=CC=CC=1>>[CH3:1][N:2]1[CH2:7][CH2:6][CH:5]([NH:8][C:29]2[N:28]=[C:27]([C:20]3[C:21]4[C:22](=[N:23][CH:24]=[CH:25][CH:26]=4)[NH:18][CH:19]=3)[CH:32]=[CH:31][N:30]=2)[CH2:4][CH2:3]1. Procedure details: Using the procedure of example 1, 1-methylpiperidin-4-ylamine (30 mg) was reacted with compound 1f (30 mg) to provide compound 61 (10.2 mg, 41%). 1H NMR (300 MHz, CD3OD) δ 8.92 (d, 1 H), 8.23 (d, 1 H), 8.15 (s, 1 H), 8.10 (d, 1 H), 7.25 (m, 1 H), 7.00 (d, 1 H), 3.96 (m, 1 H), 3.05 (m, 2 H), 2.45 (m, 2 H), 2.15 (m, 2 H), 1.95 (s, 3 H), 1.75 (m, 2H). MS (ESI) m/z: 309 (M+H)+. Starting materials: [BH4-], C1CCOC1, CCOC(C)=O, COCCCCn1c(C(=O)N(CC(C)C)C2CC(C(=O)OC)CN(C(=O)OC(C)(C)C)C2)nc2ccccc21, [Ca+2], [Cl-], [Cl-], [Na+], O. Product: COCCCCn1c(C(=O)N(CC(C)C)C2CC(CO)CN(C(=O)OC(C)(C)C)C2)nc2ccccc21. RXN SMILES: [BH4-:1].[CH2:51]1[O:52][CH2:53][CH2:54][CH2:55]1.[CH3:45][CH2:46][O:47][C:48](=[O:49])[CH3:50].[CH3:6][O:7][CH2:8][CH2:9][CH2:10][CH2:11][n:12]1[c:13]([C:21](=[O:22])[N:23]([CH:24]2[CH2:25][CH:26]([C:37](=[O:38])[O:39][CH3:40])[CH2:27][N:28]([C:30](=[O:31])[O:32][C:33]([CH3:34])([CH3:35])[CH3:36])[CH2:29]2)[CH2:41][CH:42]([CH3:43])[CH3:44])[n:14][c:15]2[c:16]1[cH:17][cH:18][cH:19][cH:20]2.[Ca+2:5].[Cl-:3].[Cl-:4].[Na+:2].[OH2:56]>>[CH3:6][O:7][CH2:8][CH2:9][CH2:10][CH2:11][n:12]1[c:13]([C:21](=[O:22])[N:23]([CH:24]2[CH2:25][CH:26]([CH2:37][OH:38])[CH2:27][N:28]([C:30](=[O:31])[O:32][C:33]([CH3:34])([CH3:35])[CH3:36])[CH2:29]2)[CH2:41][CH:42]([CH3:43])[CH3:44])[n:14][c:15]2[c:16]1[cH:17][cH:18][cH:19][cH:20]2.